From a dataset of the Open Reaction Database (ORD), a public repository of structured organic reaction records. describe an organic reaction: reactants, conditions, products, and yield Starting materials: CO, O=[N+]([O-])c1ccccc1OC1CCCCC1. The product is Nc1ccccc1OC1CCCCC1. RXN SMILES: [CH3:17][OH:18].[CH:1]1([O:7][c:8]2[c:9]([N+:14]([O-:15])=[O:16])[cH:10][cH:11][cH:12][cH:13]2)[CH2:2][CH2:3][CH2:4][CH2:5][CH2:6]1>>[CH:1]1([O:7][c:8]2[c:9]([NH2:14])[cH:10][cH:11][cH:12][cH:13]2)[CH2:2][CH2:3][CH2:4][CH2:5][CH2:6]1. Reaction conditions: time 8 hour. Procedure details: To a solution of (E)-3-(4-formylphenyl)acrylic acid 229 (1 g, 5.67 mmol) and 3-chlorobenzenamine 230 (596 L, 5.67 mmol) in THF (8 ml), dibutyltin dichloride (173 mg, 0.57 mmol) was added followed by dropwise addition of phenylsilane (697 uL, 5.67 mmol). The resulting mixture was stirred at room temperature in the nitrogen atmosphere overnight, diluted with MeOH and concentrated under reduced pressure. The solid residue was triturated with DCM to yield the title compound 231 (1.24 g, 76% yield). ... The reactants are C1(=CC=CC=C1)[SiH3] (phenylsilane), C(=O)C1=CC=C(C=C1)/C=C/C(=O)O ((E)-3-(4-formylphenyl)acrylic acid), ClC=1C=C(C=CC1)N (3-chlorobenzenamine), C(CCC)[Sn](CCCC)(Cl)Cl (dibutyltin dichloride). Product: ClC=1C=C(C=CC1)NCC1=CC=C(C=C1)/C=C/C(=O)O ((E)-3-(4-((3-Chlorophenylamino)methyl)phenyl)acrylic acid). RXN SMILES: [CH:1]([C:3]1[CH:8]=[CH:7][C:6](/[CH:9]=[CH:10]/[C:11]([OH:13])=[O:12])=[CH:5][CH:4]=1)=O.[Cl:14][C:15]1[CH:16]=[C:17]([NH2:21])[CH:18]=[CH:19][CH:20]=1.C([Sn](Cl)(Cl)CCCC)CCC.C1([SiH3])C=CC=CC=1>C1COCC1.CO>[Cl:14][C:15]1[CH:16]=[C:17]([NH:21][CH2:1][C:3]2[CH:8]=[CH:7][C:6](/[CH:9]=[CH:10]/[C:11]([OH:13])=[O:12])=[CH:5][CH:4]=2)[CH:18]=[CH:19][CH:20]=1. The yield is 76.0%. The solvent is C1CCOC1 (THF), CO (MeOH). Reactants: Brc1nc2ccccc2s1, CCO, CN(C)c1ccncc1, CCN(C(C)C)C(C)C, O=C1N(Cc2c[nH]c3ccccc23)CCCC12CCNCC2. Product: O=C1N(Cc2c[nH]c3ccccc23)CCCC12CCN(c1nc3ccccc3s1)CC2. Reaction SMILES: [Br:23][c:24]1[s:25][c:26]2[c:27]([n:28]1)[cH:29][cH:30][cH:31][cH:32]2.[CH3:42][CH2:43][OH:44].[CH3:45][N:46]([c:47]1[cH:48][cH:49][n:50][cH:51][cH:52]1)[CH3:53].[CH:33]([N:34]([CH2:35][CH3:36])[CH:37]([CH3:38])[CH3:39])([CH3:40])[CH3:41].[nH:1]1[cH:2][c:3]([CH2:10][N:11]2[C:12](=[O:22])[C:13]3([CH2:14][CH2:15][CH2:16]2)[CH2:17][CH2:18][NH:19][CH2:20][CH2:21]3)[c:4]2[cH:5][cH:6][cH:7][cH:8][c:9]12>>[nH:1]1[cH:2][c:3]([CH2:10][N:11]2[C:12](=[O:22])[C:13]3([CH2:14][CH2:15][CH2:16]2)[CH2:17][CH2:18][N:19]([c:24]2[s:25][c:26]4[c:27]([n:28]2)[cH:29][cH:30][cH:31][cH:32]4)[CH2:20][CH2:21]3)[c:4]2[cH:5][cH:6][cH:7][cH:8][c:9]12. Starting materials: CC=1C=C(C2=C(NC3=C(N(C2=O)C)C=C(C(=C3)C)C)N1)C (6,11-dihydro-2,4,6,8,9-pentamethyl-5H-pyrido[2,3-b][1,5]benzodiazepin-5-one), [H-].[Na+] (sodium hydride), C(C)N(CCCCl)CC (3-diethylaminopropyl chloride). The solvent is CN(C=O)C (dimethyl formamide), CN(C=O)C (dimethyl formamide). Reaction conditions: temperature 50 celsius, time 30 minute. Yields the product C(C)N(CCCN1C2=C(C(N(C3=C1C=C(C(=C3)C)C)C)=O)C(=CC(=N2)C)C)CC (11-(3-Diethylamino-propyl)-6,11-dihydro-2,4,6,8,9-pentamethyl-5H-pyrido[2,3-b][1,5]benzodiazepin-5-one). As a reaction SMILES: [CH3:1][C:2]1[CH:3]=[C:4]([CH3:21])[C:5]2[C:11](=[O:12])[N:10]([CH3:13])[C:9]3[CH:14]=[C:15]([CH3:19])[C:16]([CH3:18])=[CH:17][C:8]=3[NH:7][C:6]=2[N:20]=1.[H-].[Na+].[CH2:24]([N:26]([CH2:31][CH3:32])[CH2:27][CH2:28][CH2:29]Cl)[CH3:25]>CN(C)C=O>[CH2:24]([N:26]([CH2:31][CH3:32])[CH2:27][CH2:28][CH2:29][N:7]1[C:8]2[CH:17]=[C:16]([CH3:18])[C:15]([CH3:19])=[CH:14][C:9]=2[N:10]([CH3:13])[C:11](=[O:12])[C:5]2[C:4]([CH3:21])=[CH:3][C:2]([CH3:1])=[N:20][C:6]1=2)[CH3:25] |f:1.2|. Procedure: A mixture consisting of 1.8 mg of 6,11-dihydro-2,4,6,8,9-pentamethyl-5H-pyrido[2,3-b][1,5]benzodiazepin-5-one, 30 ml of dimethyl formamide and 0.34 gm of 50% sodium hydride in mineral oil was stirred in a nitrogen atmosphere at 50° C. for 30 minutes. Then, a solution of 1.5 gm of 3-diethylaminopropyl chloride in 15 ml of dimethyl formamide was added dropwise at room temperature, and the mixture was heated on an oil bath at 120° C. for 2 hours and then evaporated in vacuo. The residue was admixed... Reactants: NC1=NC(=NS1)/C(/C(=O)O)=N/OC (2-(5-amino-1,2,4-thiadiazol-3-yl)-2-(Z)-methoxyiminoacetic acid), P(=O)(Cl)(Cl)Cl (phosphorus oxychloride). Solvent: CN(C=O)C (N,N-dimethylformamide). The product is NC1=NC(=NS1)/C(/C(=O)Cl)=N/OC (2-(5-amino-1,2,4-thiadiazol-3-yl)-2-(Z)-methoxyiminoacetyl chloride). Reaction SMILES: [NH2:1][C:2]1[S:6][N:5]=[C:4](/[C:7](=[N:11]/[O:12][CH3:13])/[C:8](O)=[O:9])[N:3]=1.P(Cl)(Cl)([Cl:16])=O>CN(C)C=O>[NH2:1][C:2]1[S:6][N:5]=[C:4](/[C:7](=[N:11]/[O:12][CH3:13])/[C:8]([Cl:16])=[O:9])[N:3]=1. Reported procedure: In a manner similar to Example 1, a reaction was conducted using 2-(5-amino-1,2,4-thiadiazol-3-yl)-2-(Z)-methoxyiminoacetic acid whose average particle size was 2.4 μ. Subsequent to dropwise addition of a chlorinating reagent which had been prepared from phosphorus oxychloride and N,N-dimethylformamide, they were reacted for 1 minute. The reaction product was post-treated, and its purity was analyzed by HPLC by the method described above. The reactants are CC1(OB(OC1(C)C)C1=CC=C(C=C1)C1CCC(N1)=O)C (5-(4-(4,4,5,5-tetramethyl-1,3,2-dioxaborolan-2-yl)phenyl)pyrrolidin-2-one), C(=O)([O-])[O-].[Na+].[Na+] (Na2CO3), ClC1=C(C=CC(=N1)NC(=O)C1(CC1)C1=CC2=C(OC(O2)(F)F)C=C1)C (N-(6-chloro-5-methylpyridin-2-yl)-1-(2,2-difluorobenzo[d][1,3]dioxol-5-yl)cyclopropanecarboxamide). The reagents and catalysts are C=1C=CC(=CC1)[P](C=2C=CC=CC2)(C=3C=CC=CC3)[Pd]([P](C=4C=CC=CC4)(C=5C=CC=CC5)C=6C=CC=CC6)([P](C=7C=CC=CC7)(C=8C=CC=CC8)C=9C=CC=CC9)[P](C=1C=CC=CC1)(C=1C=CC=CC1)C=1C=CC=CC1 (Pd(PPh3)4). The solvent is COCCOC (DME). Reaction conditions: temperature 80 celsius, time 8 hour. Product: FC1(OC2=C(O1)C=CC(=C2)C2(CC2)C(=O)NC2=NC(=C(C=C2)C)C2=CC=C(C=C2)C2NC(CC2)=O)F (1-(2,2-difluorobenzo[d][1,3]dioxol-5-yl)-N-(5-methyl-6-(4-(5-oxopyrrolidin-2-yl)phenyl)pyridin-2-yl)cyclopropanecarboxamide). RXN SMILES: CC1(C)C(C)(C)OB([C:9]2[CH:14]=[CH:13][C:12]([CH:15]3[NH:19][C:18](=[O:20])[CH2:17][CH2:16]3)=[CH:11][CH:10]=2)O1.Cl[C:23]1[N:28]=[C:27]([NH:29][C:30]([C:32]2([C:35]3[CH:45]=[CH:44][C:38]4[O:39][C:40]([F:43])([F:42])[O:41][C:37]=4[CH:36]=3)[CH2:34][CH2:33]2)=[O:31])[CH:26]=[CH:25][C:24]=1[CH3:46].C([O-])([O-])=O.[Na+].[Na+]>C1C=CC([P]([Pd]([P](C2C=CC=CC=2)(C2C=CC=CC=2)C2C=CC=CC=2)([P](C2C=CC=CC=2)(C2C=CC=CC=2)C2C=CC=CC=2)[P](C2C=CC=CC=2)(C2C=CC=CC=2)C2C=CC=CC=2)(C2C=CC=CC=2)C2C=CC=CC=2)=CC=1.COCCOC>[F:43][C:40]1([F:42])[O:39][C:38]2[CH:44]=[CH:45][C:35]([C:32]3([C:30]([NH:29][C:27]4[CH:26]=[CH:25][C:24]([CH3:46])=[C:23]([C:9]5[CH:10]=[CH:11][C:12]([CH:15]6[CH2:16][CH2:17][C:18](=[O:20])[NH:19]6)=[CH:13][CH:14]=5)[N:28]=4)=[O:31])[CH2:34][CH2:33]3)=[CH:36][C:37]=2[O:41]1 |f:2.3.4,^1:56,58,77,96|. Reported procedure: 5-(4-(4,4,5,5-tetramethyl-1,3,2-dioxaborolan-2-yl)phenyl)pyrrolidin-2-one (43 mg, 0.15 mmol), N-(6-chloro-5-methylpyridin-2-yl)-1-(2,2-difluorobenzo[d][1,3]dioxol-5-yl)cyclopropanecarboxamide (37 mg, 0.10 mmol) and Pd(PPh3)4 (6 mg, 0.005 mmol) were placed a reaction tube. DME (1 mL) and saturated aqueous Na2CO3 (100 μL) were added and the reaction vial was stirred under N2 atmosphere at 80° C. overnight. The mixture was filtered and concentrated. The residue was dissolved in DMSO and purified by...